Dataset: the Open Reaction Database (ORD), a public repository of structured organic reaction records. Task: describe an organic reaction: reactants, conditions, products, and yield Reactants: CO, CCOC(=O)c1cnc(C(C)C)s1, [Li+], [OH-], O. Yields the product CC(C)c1ncc(C(=O)O)s1. RXN SMILES: [CH3:16][OH:17].[CH:1]([CH3:2])([CH3:3])[c:4]1[s:5][c:6]([C:9](=[O:10])[O:11][CH2:12][CH3:13])[cH:7][n:8]1.[Li+:14].[OH-:15].[OH2:18]>>[CH:1]([CH3:2])([CH3:3])[c:4]1[s:5][c:6]([C:9](=[O:10])[OH:11])[cH:7][n:8]1. The reactants are FC(C(=O)O)(F)F.ClC=1C(=NC(=NC1)NC1=CC(=CC=C1)C=C)NC1=CC(=CC=C1)C=C (5-chloro-N,N′-bis(3-vinylphenyl)pyrimidine-2,4-diamine trifluoroacetate). Reagents/catalysts: C1CCC(CC1)P(C2CCCCC2)C3CCCCC3.C1CCC(CC1)P(C2CCCCC2)C3CCCCC3.C1=CC=C(C=C1)C=[Ru](Cl)Cl (Benzylidene-bis(tricyclohexylphosphine)dichlororuthenium). The solvent is C(C)#N (acetonitrile), ClCCCl (1,2-dichloroethane). Reaction conditions: temperature 130 celsius. Product: FC(C(=O)O)(F)F.ClC=1C=NC=2NC=3C=CC=C(\C=C/C4=CC=CC(NC1N2)=C4)C3 ((14Z)-6-Chloro-2,4,8,22-tetraazatetracyclo[14.3.1.1(3,7).1(9,13)]docosa-1(20),3(22),4,6,9(21),10,12,14,16,18-decaene trifluoroacetate), FC(C(=O)[O-])(F)F (trifluoroacetate). The yield is 66.9%. Reaction SMILES: [F:1][C:2]([F:7])([F:6])[C:3]([OH:5])=[O:4].[Cl:8][C:9]1[C:10]([NH:24][C:25]2[CH:30]=[CH:29][CH:28]=[C:27](C=C)[CH:26]=2)=[N:11][C:12]([NH:15][C:16]2[CH:21]=[CH:20][CH:19]=[C:18]([CH:22]=[CH2:23])[CH:17]=2)=[N:13][CH:14]=1>ClCCCl.C(#N)C.C1CCC(P(C2CCCCC2)C2CCCCC2)CC1.C1CCC(P(C2CCCCC2)C2CCCCC2)CC1.C1C=CC(C=[Ru](Cl)Cl)=CC=1>[F:1][C:2]([F:7])([F:6])[C:3]([OH:5])=[O:4].[Cl:8][C:9]1[CH:14]=[N:13][C:12]2[NH:15][C:16]3[CH:21]=[CH:20][CH:19]=[C:18]([CH:17]=3)[CH:22]=[CH:23][C:27]3[CH:26]=[C:25]([NH:24][C:10]=1[N:11]=2)[CH:30]=[CH:29][CH:28]=3.[F:1][C:2]([F:7])([F:6])[C:3]([O-:5])=[O:4] |f:0.1,4.5.6,7.8|. Reported procedure: A solution of 5-chloro-N,N′-bis(3-vinylphenyl)pyrimidine-2,4-diamine trifluoroacetate (21 mg, 0.045 mmol) in 1,2-dichloroethane (20 mL) was degassed by bubbling nitrogen for 5 minutes. Benzylidene-bis(tricyclohexylphosphine)dichlororuthenium (11 mg, 0.013 mmol) was added and the mixture was heated to 130° C. for 20 minutes in a microwave. The mixture was evaporated to give a dark mixture which was suspended in acetonitrile and filtered. The filtrate was purified by preparative LCMS (pH 2) to giv...